This data is from the Open Reaction Database (ORD), a public repository of structured organic reaction records. The task is: describe an organic reaction: reactants, conditions, products, and yield The reactants are BrC1=C(C=C(C=C1)F)[C@@H](CC=C)NC(C)=O ((R)-N-(1-(2-bromo-5-fluorophenyl)but-3-en-1-yl)acetamide), C1CCOC1 (THF), II (iodine), C(=O)(O)[O-].[Na+] (NaHCO3), [O-]S(=O)(=S)[O-].[Na+].[Na+] (Na2S2O3). Solvent: O (water). Conditions: time 6 hour. Yields the product C(C)(=O)OC1CN[C@H](C1)C1=C(C=CC(=C1)F)Br ((5R)-5-(2-bromo-5-fluorophenyl)pyrrolidin-3-yl acetate). As a reaction SMILES: [Br:1][C:2]1[CH:7]=[CH:6][C:5]([F:8])=[CH:4][C:3]=1[C@H:9]([NH:13][C:14](=O)[CH3:15])[CH2:10]C=C.II.[C:19]([O-:22])(O)=[O:20].[Na+].[O-]S([O-])(=S)=O.[Na+].[Na+].[CH2:31]1COCC1>O>[C:19]([O:22][CH:15]1[CH2:10][C@H:9]([C:3]2[CH:4]=[C:5]([F:8])[CH:6]=[CH:7][C:2]=2[Br:1])[NH:13][CH2:14]1)(=[O:20])[CH3:31] |f:2.3,4.5.6|. Procedure details: To a solution of (R)-N-(1-(2-bromo-5-fluorophenyl)but-3-en-1-yl)acetamide (I-46) (1.50 g, 5.24 mmol) in THF (12 mL) was added water (3 mL) followed by iodine (4.0 g, 15.7 mmol). After stirring 6 hours the reaction mixture was poured into a mixture of saturated aqueous NaHCO3 (30 mL) and saturated aqueous Na2S2O3 (25 mL), extracted with EtOAc (2×40 mL), washed successively with saturated aqueous Na2S2O3, water and brine, dried over sodium sulfate and concentrated to dryness to give (5R)-5-(2-brom... Starting materials: O=C=NC1CCCCC1, NS(=O)(=O)c1ccc2c(c1)CCN(C(=O)N1CCCC1)CC2. Yields the product O=C(NC1CCCCC1)NS(=O)(=O)c1ccc2c(c1)CCN(C(=O)N1CCCC1)CC2. RXN SMILES: [CH:23]1([N:29]=[C:30]=[O:31])[CH2:24][CH2:25][CH2:26][CH2:27][CH2:28]1.[N:1]1([C:6](=[O:7])[N:8]2[CH2:9][CH2:10][c:11]3[c:12]([cH:15][cH:16][c:17]([S:19](=[O:20])(=[O:21])[NH2:22])[cH:18]3)[CH2:13][CH2:14]2)[CH2:2][CH2:3][CH2:4][CH2:5]1>>[N:1]1([C:6](=[O:7])[N:8]2[CH2:9][CH2:10][c:11]3[c:12]([cH:15][cH:16][c:17]([S:19](=[O:20])(=[O:21])[NH:22][C:30]([NH:29][CH:23]4[CH2:24][CH2:25][CH2:26][CH2:27][CH2:28]4)=[O:31])[cH:18]3)[CH2:13][CH2:14]2)[CH2:2][CH2:3][CH2:4][CH2:5]1. The reactants are BrC1=NC=C(C=C1)C#C[Si](C)(C)C (2-bromo-5-trimethylsilanylethynyl-pyridine), CN1C(NC2C1CCC2)=O ((3aRS, 6aSR)-1-Methyl-hexahydro-cyclopentaimidazol-2-one). The product is CN1C(N(C2C1CCC2)C2=NC=C(C=C2)C#C[Si](C)(C)C)=O ((3aRS,6aSR)-1-Methyl-3-(5-trimethylsilanylethynyl-pyridin-2-yl)-hexahydro-cyclopenta-imidazol-2-one). Reaction SMILES: Br[C:2]1[CH:7]=[CH:6][C:5]([C:8]#[C:9][Si:10]([CH3:13])([CH3:12])[CH3:11])=[CH:4][N:3]=1.[CH3:14][N:15]1[CH:19]2[CH2:20][CH2:21][CH2:22][CH:18]2[NH:17][C:16]1=[O:23]>>[CH3:14][N:15]1[CH:19]2[CH2:20][CH2:21][CH2:22][CH:18]2[N:17]([C:2]2[CH:7]=[CH:6][C:5]([C:8]#[C:9][Si:10]([CH3:13])([CH3:12])[CH3:11])=[CH:4][N:3]=2)[C:16]1=[O:23]. Procedure details: The title compound, an off-white solid, MS: m/e=314.1 (M+H+), was prepared in accordance with the general method of example 106, step 4 starting from 2-bromo-5-((trimethylsilyl)ethynyl)-pyridine (Example 37, step 1) and (3aRS,6aSR)-1-methylhexahydrocyclopenta[d]imidazol-2(1H)-one (Example 106, step 3). The product is BrC1=CN=C(S1)NC(=O)NS(=O)(=O)C1=CN(C2=C(C=CC=C12)OCC(=O)N)C (2-{[3-({[(5-Bromo-1,3-thiazol-2-yl)carbamoyl]amino}sulfonyl)-1-methyl-1H-indol-7-yl]oxy}acetamide). As a reaction SMILES: [Br:1][C:2]1[S:6][C:5]([NH:7][C:8]([NH:10][S:11]([C:14]2[C:22]3[C:17](=[C:18]([O:23][CH2:24][C:25]([O:27]CC)=O)[CH:19]=[CH:20][CH:21]=3)[N:16]([CH3:30])[CH:15]=2)(=[O:13])=[O:12])=[O:9])=[N:4][CH:3]=1.[NH3:31].CO>>[Br:1][C:2]1[S:6][C:5]([NH:7][C:8]([NH:10][S:11]([C:14]2[C:22]3[C:17](=[C:18]([O:23][CH2:24][C:25]([NH2:31])=[O:27])[CH:19]=[CH:20][CH:21]=3)[N:16]([CH3:30])[CH:15]=2)(=[O:12])=[O:13])=[O:9])=[N:4][CH:3]=1 |f:1.2|. Reported procedure: A solution of ethyl {[3-({[(5-bromo-1,3-thiazol-2-yl)carbamoyl]amino}sulfonyl)-1-methyl-1H-indol-7-yl]oxy}acetate (0.050 g, 0.09 mmol) in 7N ammonia/methanol, (5 mL) was heated at 40° C. for 5 h. The reaction mixture was concentrated to dryness and dried under high vacuum to obtain the title compound (0.040 g) as a grey amorphous solid. MS (ISN): m/e 486.4, 488.3 (M−H)− Starting materials: BrC1=CN=C(S1)NC(=O)NS(=O)(=O)C1=CN(C2=C(C=CC=C12)OCC(=O)OCC)C (ethyl {[3-({[(5-bromo-1,3-thiazol-2-yl)carbamoyl]amino}sulfonyl)-1-methyl-1H-indol-7-yl]oxy}acetate), N.CO (ammonia methanol). The reactants are FC(C1=NC2=CC(=CC=C2C(N1)=O)OC)(C1=NC=C(C=C1)F)F (2-(difluoro(5-fluoropyridin-2-yl)methyl)-7-methoxyquinazolin-4(3H)-one), CCN(C(C)C)C(C)C (DIEA), P(=O)(Cl)(Cl)Cl (phosphorous oxychloride). Reaction conditions: temperature 115 celsius. Yields the product ClC1=NC(=NC2=CC(=CC=C12)OC)C(C1=NC=C(C=C1)F)(F)F (4-chloro-2-(difluoro(5-fluoropyridin-2-yl)methyl)-7-methoxyquinazoline). Yield: 98.1%. RXN SMILES: [F:1][C:2]([F:23])([C:16]1[CH:21]=[CH:20][C:19]([F:22])=[CH:18][N:17]=1)[C:3]1[NH:12][C:11](=O)[C:10]2[C:5](=[CH:6][C:7]([O:14][CH3:15])=[CH:8][CH:9]=2)[N:4]=1.CCN(C(C)C)C(C)C.P(Cl)(Cl)([Cl:35])=O>>[Cl:35][C:11]1[C:10]2[C:5](=[CH:6][C:7]([O:14][CH3:15])=[CH:8][CH:9]=2)[N:4]=[C:3]([C:2]([F:23])([F:1])[C:16]2[CH:21]=[CH:20][C:19]([F:22])=[CH:18][N:17]=2)[N:12]=1. Reported procedure: To 2-(difluoro(5-fluoropyridin-2-yl)methyl)-7-methoxyquinazolin-4(3H)-one (480 mg, 1.5 mmol) were added DIEA (0.55 mL, 3.0 mmol) and phosphorous oxychloride (10 mL, 108 mmol), and the mixture was heated at 115° C. for 6 h. The mixture was allowed to cool to rt and was concentrated under reduced pressure. Toluene was added and evaporated twice to remove residual phosphorous oxychloride. The residue was partitioned between EtOAc (20 mL) and cold saturated aq NaHCO3 (10 mL), and the separated EtOAc... Reactants: CCOC(=O)c1cc2cc(OCCOC)ncc2[nH]1, CCOC(C)=O, [Cl-], [H-], [Na+], [Na+], CN(C)C=O, Cc1ccc(S(=O)(=O)OCCOC2CCCC(OCc3nc(-c4cccc(C)c4)oc3C)C2)cc1. Product: CCOC(=O)c1cc2cc(OCCOC)ncc2n1CCOC1CCCC(OCc2nc(-c3cccc(C)c3)oc2C)C1. As a reaction SMILES: [CH3:1][O:2][CH2:3][CH2:4][O:5][c:6]1[cH:7][c:8]2[c:9]([cH:10][n:11]1)[nH:12][c:13]([C:15](=[O:16])[O:17][CH2:18][CH3:19])[cH:14]2.[CH3:64][CH2:65][O:66][C:67](=[O:68])[CH3:69].[Cl-:62].[H-:20].[Na+:21].[Na+:63].[O:57]=[CH:58][N:59]([CH3:60])[CH3:61].[c:22]1([CH3:23])[cH:24][cH:25][c:26]([S:27]([O:28][CH2:32][CH2:33][O:34][CH:35]2[CH2:36][CH:37]([O:41][CH2:42][c:43]3[n:44][c:45](-[c:49]4[cH:50][c:51]([CH3:55])[cH:52][cH:53][cH:54]4)[o:46][c:47]3[CH3:48])[CH2:38][CH2:39][CH2:40]2)(=[O:29])=[O:30])[cH:31][cH:56]1>>[CH3:1][O:2][CH2:3][CH2:4][O:5][c:6]1[cH:7][c:8]2[c:9]([cH:10][n:11]1)[n:12]([CH2:32][CH2:33][O:34][CH:35]1[CH2:36][CH:37]([O:41][CH2:42][c:43]3[n:44][c:45](-[c:49]4[cH:50][c:51]([CH3:55])[cH:52][cH:53][cH:54]4)[o:46][c:47]3[CH3:48])[CH2:38][CH2:39][CH2:40]1)[c:13]([C:15](=[O:16])[O:17][CH2:18][CH3:19])[cH:14]2. The reactants are C(C)OC(C1=CC(=CC=C1)C1=C(CCC1)C1=C(C=CC=C1)OCC1=CC=CC=C1)=O (3-[2-(2-Benzyloxyphenyl)-cyclopent-1-enyl] benzoic acid ethyl ester). The solvent is CO (methanol). Yields the product C(C1=CC=CC=C1)OC1=C(C=CC=C1)C1=C(CCC1)C=1C=C(C(=O)O)C=CC1 (3-{2-[2-(benzyloxy)-phenyl]cyclopent-1-enyl]-benzoic acid). RXN SMILES: C([O:3][C:4](=[O:30])[C:5]1[CH:10]=[CH:9][CH:8]=[C:7]([C:11]2[CH2:15][CH2:14][CH2:13][C:12]=2[C:16]2[CH:21]=[CH:20][CH:19]=[CH:18][C:17]=2[O:22][CH2:23][C:24]2[CH:29]=[CH:28][CH:27]=[CH:26][CH:25]=2)[CH:6]=1)C>CO>[CH2:23]([O:22][C:17]1[CH:18]=[CH:19][CH:20]=[CH:21][C:16]=1[C:12]1[CH2:13][CH2:14][CH2:15][C:11]=1[C:7]1[CH:6]=[C:5]([CH:10]=[CH:9][CH:8]=1)[C:4]([OH:30])=[O:3])[C:24]1[CH:25]=[CH:26][CH:27]=[CH:28][CH:29]=1. Procedure: 3-[2-(2-Benzyloxyphenyl)-cyclopent-1-enyl] benzoic acid ethyl ester (120 mg) was refluxed for 1 h in methanol/2N sodium hydroxide (10/10 mL). The reaction mixture was then evaporated down to 3 mL on a rotary evaporator. 2N Hydrochloric acid was added. The product was extracted with dichloromethane (2×10 mL), dried over magnesium sulphate and evaporated down to an oil which solidified on standing (wt: 100 mg).